Dataset: the Open Reaction Database (ORD), a public repository of structured organic reaction records. Task: describe an organic reaction: reactants, conditions, products, and yield The reactants are [Br-], C[Mg+], CCOC(C)=O, Nc1cccc(Cl)c1C=O. Yields the product CC(O)c1c(N)cccc1Cl. As a reaction SMILES: [Br-:11].[CH3:12][Mg+:13].[CH3:14][CH2:15][O:16][C:17](=[O:18])[CH3:19].[NH2:1][c:2]1[c:3]([CH:4]=[O:5])[c:6]([Cl:10])[cH:7][cH:8][cH:9]1>>[NH2:1][c:2]1[c:3]([CH:4]([OH:5])[CH3:12])[c:6]([Cl:10])[cH:7][cH:8][cH:9]1. Run in CO (methanol), CO (methanol), C(C)O (ethanol). Product: C(C)(=O)OCC=1CS[C@H]2N(C1C(=O)[O-])C(C2NC(C(=NOCCSC2=C(C=CC=C2)N)C=2N=C(SC2)N)=O)=O.[Na+] (sodium 3-acetoxymethyl-7-[2-(2-amino-4-thiazolyl)-2-{2-(2-aminophenylthio)-ethoxyimino}-acetamido]-ceph-3-eme-4-carboxylate). Reactants: C(C)(=O)OCC=1CS[C@H]2N(C1C(=O)O)C(C2NC(C(=NOCCSC2=C(C=CC=C2)N)C=2N=C(SC2)N)=O)=O (3-acetoxymethyl-7-[2-(2-amino-4-thiazolyl)-2-{2-(2-aminophenylthio)-ethoxyimino}-acetamido]ceph-3-eme-4-carboxylic acid), C(C)(=O)[O-].[Na+] (sodium acetate). Procedure details: 1 ml of methanol was added to a mixture of the product of Example 23 and 1.5 ml of molar sodium acetate in methanol and the mixture was diluted with 6 ml of ethanol and was vacuum filtered. The recovered product was washed with ethanol and empasted with ether to obtain 235 mg of the syn isomer of sodium 3-acetoxymethyl-7-[2-(2-amino-4-thiazolyl)-2-{2-(2-aminophenylthio)-ethoxyimino}-acetamido]-ceph-3-eme-4-carboxylate. As a reaction SMILES: [C:1]([O:4][CH2:5][C:6]1[CH2:7][S:8][C@@H:9]2[CH:16]([NH:17][C:18](=[O:38])[C:19]([C:32]3[N:33]=[C:34]([NH2:37])[S:35][CH:36]=3)=[N:20][O:21][CH2:22][CH2:23][S:24][C:25]3[CH:30]=[CH:29][CH:28]=[CH:27][C:26]=3[NH2:31])[C:15](=[O:39])[N:10]2[C:11]=1[C:12]([OH:14])=[O:13])(=[O:3])[CH3:2].C([O-])(=O)C.[Na+:44]>CO.C(O)C>[C:1]([O:4][CH2:5][C:6]1[CH2:7][S:8][C@@H:9]2[CH:16]([NH:17][C:18](=[O:38])[C:19]([C:32]3[N:33]=[C:34]([NH2:37])[S:35][CH:36]=3)=[N:20][O:21][CH2:22][CH2:23][S:24][C:25]3[CH:30]=[CH:29][CH:28]=[CH:27][C:26]=3[NH2:31])[C:15](=[O:39])[N:10]2[C:11]=1[C:12]([O-:14])=[O:13])(=[O:3])[CH3:2].[Na+:44] |f:1.2,5.6|. Reactants: ice water, [C-]#N.[Na+] (sodium cyanide), ClCC1=CC(=C(C=C1)SC1=CC=CC=C1)OC (1-chloromethyl-3-methoxy-4-phenylthiobenzene). Solvent: [Cl-].[Na+].O (brine), CN(C=O)C (N,N-dimethylformamide). Run at temperature 30 celsius, time 14 hour. Yields the product C(#N)CC1=CC(=C(C=C1)SC1=CC=CC=C1)OC (1-cyanomethyl-3-methoxy-4-phenylthiobenzene). RXN SMILES: Cl[CH2:2][C:3]1[CH:8]=[CH:7][C:6]([S:9][C:10]2[CH:15]=[CH:14][CH:13]=[CH:12][CH:11]=2)=[C:5]([O:16][CH3:17])[CH:4]=1.[C-:18]#[N:19].[Na+]>CN(C)C=O.[Cl-].[Na+].O>[C:18]([CH2:2][C:3]1[CH:8]=[CH:7][C:6]([S:9][C:10]2[CH:15]=[CH:14][CH:13]=[CH:12][CH:11]=2)=[C:5]([O:16][CH3:17])[CH:4]=1)#[N:19] |f:1.2,4.5.6|. Procedure: Thus obtained 1-chloromethyl-3-methoxy-4-phenylthiobenzene was dissolved in 200 ml of N,N-dimethylformamide, and 7.34 g of finely ground sodium cyanide was added and stirred for 14 hours at 30° C. To the reaction mixture, 300 ml of saturated brine and 300 ml of ice water were added, and the mixture was extracted with ethyl acetate (300 ml×3). The extract was washed with saturated brine (200 ml×3), and dried with anhydrous sodium sulfate, and 1-cyanomethyl-3-methoxy-4-phenylthiobenzene was obtain... Starting materials: C(C)OC(=O)C=1C(=C2C(=C(N1)Br)ON=C2C2=CC=CC=C2)O (7-Bromo-4-hydroxy-3-phenyl-isoxazolo[5,4-c]pyridine-5-carboxylic acid ethyl ester), CCCC[Sn](CCCC)(CCCC)C1=CC=CC=N1 (2-(1,1,1-tributylstannyl)pyridine). Yields the product C(C)OC(=O)C=1C(=C2C(=C(N1)C1=NC=CC=C1)ON=C2C2=CC=CC=C2)O (4-Hydroxy-3-phenyl-7-pyridin-2-yl-isoxazolo[5,4-c]pyridine-5-carboxylic acid ethyl ester). Reaction SMILES: [CH2:1]([O:3][C:4]([C:6]1[C:7]([OH:22])=[C:8]2[C:15]([C:16]3[CH:21]=[CH:20][CH:19]=[CH:18][CH:17]=3)=[N:14][O:13][C:9]2=[C:10](Br)[N:11]=1)=[O:5])[CH3:2].CCCC[Sn]([C:36]1[N:41]=[CH:40][CH:39]=[CH:38][CH:37]=1)(CCCC)CCCC>>[CH2:1]([O:3][C:4]([C:6]1[C:7]([OH:22])=[C:8]2[C:15]([C:16]3[CH:21]=[CH:20][CH:19]=[CH:18][CH:17]=3)=[N:14][O:13][C:9]2=[C:10]([C:40]2[CH:39]=[CH:38][CH:37]=[CH:36][N:41]=2)[N:11]=1)=[O:5])[CH3:2]. Procedure details: Prepared in analogy to that of Example 12 from 7-Bromo-4-hydroxy-3-phenyl-isoxazolo[5,4-c]pyridine-5-carboxylic acid ethyl ester and 2-(1,1,1-tributylstannyl)pyridine; ESI MS (m/z): 362.31 (M+H+); 360.34 (M−H+). The reactants are CC1(C(C2=CC(=C(C(=C2C1=O)Cl)Cl)OC)=O)C1=CC=CC=C1 (2-methyl-2-phenyl-4,5-dichloro-6-methoxyindan-1,3-dione), Cl.N1=CC=CC=C1 (pyridine hydrochloride). Solvent: O (water). Conditions: temperature 175 celsius. Product: CC1(C(C2=CC(=C(C(=C2C1=O)Cl)Cl)O)=O)C1=CC=CC=C1 (2-methyl-2-phenyl-4,5-dichloro-6-hydroxyindan-1,3-dione). Reaction SMILES: [CH3:1][C:2]1([C:17]2[CH:22]=[CH:21][CH:20]=[CH:19][CH:18]=2)[C:10](=[O:11])[C:9]2[C:4](=[CH:5][C:6]([O:14]C)=[C:7]([Cl:13])[C:8]=2[Cl:12])[C:3]1=[O:16].Cl.N1C=CC=CC=1>O>[CH3:1][C:2]1([C:17]2[CH:18]=[CH:19][CH:20]=[CH:21][CH:22]=2)[C:10](=[O:11])[C:9]2[C:4](=[CH:5][C:6]([OH:14])=[C:7]([Cl:13])[C:8]=2[Cl:12])[C:3]1=[O:16] |f:1.2|. Procedure: A stirred mixture of 2-methyl-2-phenyl-4,5-dichloro-6-methoxyindan-1,3-dione (5.01 g., 0.015 mole) and pyridine hydrochloride (50 g.) is heated at 175°C. for 1 hour, then poured into water (500 ml.) to give 2-methyl-2-phenyl-4,5-dichloro-6-hydroxyindan-1,3-dione.